Dataset: the Open Reaction Database (ORD), a public repository of structured organic reaction records. Task: describe an organic reaction: reactants, conditions, products, and yield Reactants: B(F)(F)F.CCOCC (borontrifluoride etherate), COC1=CC=C(CC2N(CCC(C2(C)C)=O)C)C=C1 (2-(4-methoxybenzyl)-1,3,3-trimethyl-4-piperidone), CO (methanol), sodium salts, [OH-].[Na+] (sodium hydroxide). As a reaction SMILES: B(F)(F)F.C[CH2:6][O:7]CC.[CH3:10][O:11][C:12]1[CH:28]=[CH:27][C:15]([CH2:16][CH:17]2[C:22]([CH3:24])([CH3:23])[C:21](=[O:25])[CH2:20][CH2:19][N:18]2[CH3:26])=[CH:14][CH:13]=1.[OH-].[Na+].[CH3:31]O>>[CH3:31][O:25][C:21]1([O:7][CH3:6])[CH2:20][CH2:19][N:18]([CH3:26])[CH:17]([CH2:16][C:15]2[CH:14]=[CH:13][C:12]([O:11][CH3:10])=[CH:28][CH:27]=2)[C:22]1([CH3:24])[CH3:23] |f:0.1,3.4|. Conditions: time 16 hour. Procedure: 40 ml of borontrifluoride etherate are added drop-wise over 20 minutes and with stirring to a solution of 52.2 g (0.2 Mol) 2-(4-methoxybenzyl)-1,3,3-trimethyl-4-piperidone in 500 ml methanol, the temperature being maintained below 35° C. After stirring for 16 hours at room-temperature 40 g pulverized sodium hydroxide are added. After stirring for a further 30 minutes the obtained sodium salts are filtered off and washed with methanol. The filtrate is evaporated under reduced pressure and after a... The product is COC1(C(C(N(CC1)C)CC1=CC=C(C=C1)OC)(C)C)OC (4,4-dimethoxy-2-(4-methoxybenzyl)-1,3,3-trimethylpiperidine). Reactants: C(C)(C)NC(C)C (diisopropylamine), C(CCC)[Li] (n-butyllithium), ice, O[C@@H](CC(=O)OC)CCC (methyl (3R)-3-hydroxyhexanoate), BrCC(=C)C (3-bromo-2-methyl-1-propene). The solvent is C1CCOC1 (THF), hexanes, C1CCOC1 (THF), CN(C)P(=O)(N(C)C)N(C)C (HMPA). Conditions: time 1 hour. The product is CC(C[C@@H](C(=O)OC)[C@@H](CCC)O)=C (methyl (2R,3R)-2-(2-methyl-2-propene-1-yl)-3-hydroxyhexanoate). The yield is 55.5%. As a reaction SMILES: C(NC(C)C)(C)C.C([Li])CCC.[OH:13][C@H:14]([CH2:20][CH2:21][CH3:22])[CH2:15][C:16]([O:18][CH3:19])=[O:17].Br[CH2:24][C:25]([CH3:27])=[CH2:26]>C1COCC1.CN(P(N(C)C)(N(C)C)=O)C>[CH3:26][C:25](=[CH2:24])[CH2:27][C@H:15]([C@H:14]([OH:13])[CH2:20][CH2:21][CH3:22])[C:16]([O:18][CH3:19])=[O:17]. Procedure: To a stirred solution of diisopropylamine (19.4 mL, 139 mmol) in 70 mL of THF at −78° C. is added dropwise 86.6 mL (139 mmol) of 1.6 M n-butyllithium in hexanes over 15 min. After 1 h, a solution of methyl (3R)-3-hydroxyhexanoate (9.2 g, 63 mmol) in 10 mL of THF is added dropwise over several minutes. The reaction mixture is stirred 1 h, then treated with a solution of 3-bromo-2-methyl-1-propene (7.6 mL, 75.6 mmol) in 10 mL of HMPA and is allowed to stand at −20° C. overnight. The reaction mixtu... Starting materials: CON=C(C(=O)NC1[C@@H]2N(C(=C(CS2)CSC2=NN=NN2CCNC(=O)OC(C)(C)C)C(=O)O)C1=O)C1=NSC(=N1)N (7-[2-methoxyimino-2-(5-amino-1,2,4-thiadiazol-3-yl)acetamido]-3-[1-{2-(N-t-butoxycarbonylamino)ethyl}-1H-tetrazol-5-yl]thiomethyl-3-cephem-4-carboxylic acid). Run in C(=O)O (formic acid). The product is CON=C(C(=O)NC1[C@@H]2N(C(=C(CS2)CSC2=NN=NN2CCN)C(=O)O)C1=O)C1=NSC(=N1)N (7-[2-methoxyimino-2-(5-amino-1,2,4-thiadiazol-3-yl)acetamido]-3-[1-(2-aminoethyl)-1H-tetrazol-5-yl]thiomethyl-3-cephem-4-carboxylic acid). Yield: 14.8%. As a reaction SMILES: [CH3:1][O:2][N:3]=[C:4]([C:37]1[N:41]=[C:40]([NH2:42])[S:39][N:38]=1)[C:5]([NH:7][CH:8]1[C:35](=[O:36])[N:10]2[C:11]([C:32]([OH:34])=[O:33])=[C:12]([CH2:15][S:16][C:17]3[N:21]([CH2:22][CH2:23][NH:24]C(OC(C)(C)C)=O)[N:20]=[N:19][N:18]=3)[CH2:13][S:14][C@H:9]12)=[O:6]>C(O)=O>[CH3:1][O:2][N:3]=[C:4]([C:37]1[N:41]=[C:40]([NH2:42])[S:39][N:38]=1)[C:5]([NH:7][CH:8]1[C:35](=[O:36])[N:10]2[C:11]([C:32]([OH:34])=[O:33])=[C:12]([CH2:15][S:16][C:17]3[N:21]([CH2:22][CH2:23][NH2:24])[N:20]=[N:19][N:18]=3)[CH2:13][S:14][C@H:9]12)=[O:6]. Procedure details: A solution of 7-[2-methoxyimino-2-(5-amino-1,2,4-thiadiazol-3-yl)acetamido]-3-[1-{2-(N-t-butoxycarbonylamino)ethyl}-1H-tetrazol-5-yl]thiomethyl-3-cephem-4-carboxylic acid (syn isomer) (2.0 g) in 99% formic acid (20 ml) was stirred for 2.5 hours at ambient temperatures. The mixture was evaporated to dryness and the residue was dissolved in an aqueous solution of sodium bicarbonate and adjusted to pH 3 with 10% hydrochloric acid. A resulting precipitate was filtered off and the filtrate was subjec... The reactants are CS(C)=O, Cc1ccc(S(=O)(=O)OCC2CCc3ccc4[nH]c(C(F)(F)F)nc4c3O2)cc1, NCc1ccccc1, O. Product: FC(F)(F)c1nc2ccc3c(c2[nH]1)OC(CNCc1ccccc1)CC3. As a reaction SMILES: [CH3:39][S:40](=[O:41])[CH3:42].[F:1][C:2]([c:3]1[nH:4][c:5]2[c:6]([c:7]3[c:12]([cH:13][cH:14]2)[CH2:11][CH2:10][CH:9]([CH2:15][O:16][S:17]([c:18]2[cH:19][cH:20][c:21]([CH3:22])[cH:23][cH:24]2)(=[O:25])=[O:26])[O:8]3)[n:27]1)([F:28])[F:29].[NH2:30][CH2:31][c:32]1[cH:33][cH:34][cH:35][cH:36][cH:37]1.[OH2:38]>>[F:1][C:2]([c:3]1[n:4][c:5]2[c:6]([c:7]3[c:12]([cH:13][cH:14]2)[CH2:11][CH2:10][CH:9]([CH2:15][NH:30][CH2:31][c:32]2[cH:33][cH:34][cH:35][cH:36][cH:37]2)[O:8]3)[nH:27]1)([F:28])[F:29]. The reactants are BrC1=CC=CC=C1 (bromobenzene), O.O.[Sn](Cl)Cl (Tin(II) chloride dihydrate), C(C)(C)(C)C1=CC=2C(C3=CC=CC=C3C(C2C=C1)=O)=O (2-t-butylanthraquinone), C(=O)=O.CC(=O)C (dry ice acetone), [Li]CCCC (nBuLi). Solvent: C1CCOC1 (THF), O (H2O), O1CCOCC1 (1,4-dioxane), CC(=O)O (AcOH), CO (methanol). Conditions: time 3 hour. Yields the product C(C)(C)(C)C1=CC2=C(C3=CC=CC=C3C(=C2C=C1)C1=CC=CC=C1)C1=CC=CC=C1 (2-tert-butyl-9,10-diphenylanthracene). As a reaction SMILES: Br[C:2]1[CH:7]=[CH:6][CH:5]=[CH:4][CH:3]=1.C(=O)=O.[CH3:11][C:12]([CH3:14])=O.[Li][CH2:16][CH2:17][CH2:18]C.[C:20]([C:24]1[CH:37]=[CH:36][C:35]2[C:34](=O)[C:33]3[C:28](=[CH:29][CH:30]=[CH:31][CH:32]=3)[C:27](=O)[C:26]=2[CH:25]=1)([CH3:23])([CH3:22])[CH3:21].O.O.[Sn](Cl)Cl>CO.CC(O)=O.O.O1CCOCC1.C1COCC1>[C:20]([C:24]1[CH:37]=[CH:36][C:35]2[C:26](=[C:27]([C:12]3[CH:14]=[CH:18][CH:17]=[CH:16][CH:11]=3)[C:28]3[C:33]([C:34]=2[C:2]2[CH:7]=[CH:6][CH:5]=[CH:4][CH:3]=2)=[CH:32][CH:31]=[CH:30][CH:29]=3)[CH:25]=1)([CH3:23])([CH3:22])[CH3:21] |f:1.2,5.6.7|. Procedure: The bromobenzene (10 g, 63.69 mmol) was placed into a 500 mL round bottom flask under argon which was dissolved into anhydrous THF (150 mL). The reaction was cooled to −78° C. (dry ice/acetone) and the nBuLi (32 mL, 63.69 mmol) was added slowly over 15 minutes. The reaction was stirred for 3 hours while the reaction warmed to room temperature. The reaction was cooled again to −78° C. and the 2-t-butylanthraquinone (5.6 g, 21.23 mmol)(dissolved in 20 mL THF) was added dropwise to the reaction. On... Starting materials: Cl (HCl), cuprous oxide, COC=1C=C(N)C=C(C1OC)OC (3,4,5-trimethoxyaniline), C(C)(C)N(C(C1=CC=C(C=C1)Br)=O)C1CCCCC1 (p-bromobenzoic acid N-isopropyl-N-cyclohexyl amide). Run in N1=C(C=C(C=C1C)C)C (2,4,6-collidine). Reaction conditions: time 18 hour. Yields the product C1(CCCCC1)N(C(C1=CC=C(C=C1)NC1=CC(=C(C(=C1)OC)OC)OC)=O)C(C)C (N-cyclohexyl-N-(1-methylethyl)-4-(3,4,5-trimethoxyphenylamino)benzamide). As a reaction SMILES: [CH3:1][O:2][C:3]1[CH:4]=[C:5]([CH:7]=[C:8]([O:12][CH3:13])[C:9]=1[O:10][CH3:11])[NH2:6].[CH:14]([N:17]([CH:27]1[CH2:32][CH2:31][CH2:30][CH2:29][CH2:28]1)[C:18](=[O:26])[C:19]1[CH:24]=[CH:23][C:22](Br)=[CH:21][CH:20]=1)([CH3:16])[CH3:15].Cl>N1C(C)=CC(C)=CC=1C>[CH:27]1([N:17]([CH:14]([CH3:16])[CH3:15])[C:18](=[O:26])[C:19]2[CH:24]=[CH:23][C:22]([NH:6][C:5]3[CH:7]=[C:8]([O:12][CH3:13])[C:9]([O:10][CH3:11])=[C:3]([O:2][CH3:1])[CH:4]=3)=[CH:21][CH:20]=2)[CH2:28][CH2:29][CH2:30][CH2:31][CH2:32]1. Procedure: A slurry of cuprous oxide (300 mg, 2.1 mmol) in a solution of 3,4,5-trimethoxyaniline (733 mg, 4.0 mmol) and p-bromobenzoic acid N-isopropyl-N-cyclohexyl amide (1.290 g, 3.98 mmol) in 2,4,6-collidine (20 ml) is refluxed with stirring under a nitrogen atmosphere for 18 hr. The reaction is cooled, poured onto dilute aqueous HCl and extracted three times with ethyl acetate. The combined organic layers are washed twice with saturated aqueous NaCl solution, twice with 5% NaOH solution, twice with sat... Reactants: CCCOCC1CCC(c2ccc(C(=O)O)cc2)CC1, Cc1ccccc1, O=S(Cl)Cl, c1ccncc1. The product is CCCOCC1CCC(c2ccc(C(=O)Cl)cc2)CC1. As a reaction SMILES: [CH2:1]([CH2:2][CH3:3])[O:4][CH2:5][CH:6]1[CH2:7][CH2:8][CH:9]([c:12]2[cH:13][cH:14][c:15]([C:16](=[O:17])[OH:18])[cH:19][cH:20]2)[CH2:10][CH2:11]1.[CH3:31][c:32]1[cH:33][cH:34][cH:35][cH:36][cH:37]1.[S:21]([Cl:22])([Cl:23])=[O:24].[cH:25]1[cH:26][cH:27][n:28][cH:29][cH:30]1>>[CH2:1]([CH2:2][CH3:3])[O:4][CH2:5][CH:6]1[CH2:7][CH2:8][CH:9]([c:12]2[cH:13][cH:14][c:15]([C:16](=[O:17])[Cl:23])[cH:19][cH:20]2)[CH2:10][CH2:11]1.